From a dataset of the Open Reaction Database (ORD), a public repository of structured organic reaction records. describe an organic reaction: reactants, conditions, products, and yield Starting materials: COC1=C(C(=CC=C1)OC)C1CC(C(N1)=O)C (5-(2,6-dimethoxyphenyl)-3-methylpyrrolidin-2-one), BrCC1=NC=CC(=C1)OC(F)F (2-(bromomethyl)-4-(difluoromethoxy)pyridine). Product: FC(OC1=CC(=NC=C1)CN1C(C(CC1C1=C(C=CC=C1OC)OC)C)=O)F (1-((4-(difluoromethoxy)pyridin-2-yl)methyl)-5-(2,6-dimethoxyphenyl)-3-methylpyrrolidin-2-one). As a reaction SMILES: [CH3:1][O:2][C:3]1[CH:8]=[CH:7][CH:6]=[C:5]([O:9][CH3:10])[C:4]=1[CH:11]1[NH:15][C:14](=[O:16])[CH:13]([CH3:17])[CH2:12]1.Br[CH2:19][C:20]1[CH:25]=[C:24]([O:26][CH:27]([F:29])[F:28])[CH:23]=[CH:22][N:21]=1>>[F:29][CH:27]([F:28])[O:26][C:24]1[CH:23]=[CH:22][N:21]=[C:20]([CH2:19][N:15]2[CH:11]([C:4]3[C:5]([O:9][CH3:10])=[CH:6][CH:7]=[CH:8][C:3]=3[O:2][CH3:1])[CH2:12][CH:13]([CH3:17])[C:14]2=[O:16])[CH:25]=1. Procedure details: Prepared according to the described general procedure 4 (GP4) by reaction of 5-(2,6-dimethoxyphenyl)-3-methylpyrrolidin-2-one with 2-(bromomethyl)-4-(difluoromethoxy)pyridine. Subsequent purification by preparative HPLC afforded the target compound. LC-MS (conditions A): tR=0.67 min.; [M+H]+: 393.08 g/mol. Reactants: BrC1=CC=C2OC=3C(=CC(=CC3[C@]3(C2=C1)N=C(OCC3)N)OC)F ((S)-7′-bromo-4′-fluoro-2′-methoxy-5,6-dihydrospiro[[1,3]oxazine-4,9′-xanthen]-2-amine), FC1=NC=CC=C1B(O)O (2-fluoropyridin-3-ylboronic acid), FC(S(=O)(=O)OCC(C)(C)F)(F)F (2-fluoro-2-methylpropyl trifluoromethanesulfonate). Product: FC1=CC(=CC=2[C@]3(C4=CC(=CC=C4OC12)C=1C(=NC=CC1)F)N=C(OCC3)N)OCC(C)(C)F ((S)-4′-fluoro-2′-(2-fluoro-2-methylpropoxy)-7′-(2-fluoropyridin-3-yl)-5,6-dihydrospiro[[1,3]oxazine-4,9′-xanthen]-2-amine). Reaction SMILES: Br[C:2]1[CH:15]=[C:14]2[C:5]([O:6][C:7]3[C:8]([F:24])=[CH:9][C:10]([O:22][CH3:23])=[CH:11][C:12]=3[C@@:13]32[CH2:20][CH2:19][O:18][C:17]([NH2:21])=[N:16]3)=[CH:4][CH:3]=1.[F:25][C:26]1[C:31](B(O)O)=[CH:30][CH:29]=[CH:28][N:27]=1.FC(F)(F)S(O[CH2:41][C:42]([F:45])(C)[CH3:43])(=O)=O>>[F:24][C:8]1[C:7]2[O:6][C:5]3[C:14](=[CH:15][C:2]([C:31]4[C:26]([F:25])=[N:27][CH:28]=[CH:29][CH:30]=4)=[CH:3][CH:4]=3)[C@@:13]3([CH2:20][CH2:19][O:18][C:17]([NH2:21])=[N:16]3)[C:12]=2[CH:11]=[C:10]([O:22][CH2:23][C:42]([F:45])([CH3:43])[CH3:41])[CH:9]=1. Procedure: The title compound was synthesized by steps analogous to those described in method A8 above, but using intermediate 20B, 2-fluoropyridin-3-ylboronic acid and 2-fluoro-2-methylpropyl trifluoromethanesulfonate. Starting materials: O=C(O)c1cc(N2CCCCC2)ccc1OCc1ccccc1, ClCCl, CN(C)C=O, O=C(Cl)C(=O)Cl, N#Cc1ccc(Cl)cc1N, c1ccncc1. The product is N#Cc1ccc(Cl)cc1NC(=O)c1cc(N2CCCCC2)ccc1OCc1ccccc1. As a reaction SMILES: [CH2:12]([c:13]1[cH:14][cH:15][cH:16][cH:17][cH:18]1)[O:19][c:20]1[c:21]([C:22](=[O:23])[OH:24])[cH:25][c:26]([N:29]2[CH2:30][CH2:31][CH2:32][CH2:33][CH2:34]2)[cH:27][cH:28]1.[CH2:45]([Cl:46])[Cl:47].[CH3:1][N:2]([CH3:3])[CH:4]=[O:5].[Cl:6][C:7]([C:8]([Cl:9])=[O:10])=[O:11].[NH2:35][c:36]1[c:37]([C:38]#[N:39])[cH:40][cH:41][c:42]([Cl:44])[cH:43]1.[cH:48]1[cH:49][cH:50][n:51][cH:52][cH:53]1>>[CH2:12]([c:13]1[cH:14][cH:15][cH:16][cH:17][cH:18]1)[O:19][c:20]1[c:21]([C:22](=[O:24])[NH:35][c:36]2[c:37]([C:38]#[N:39])[cH:40][cH:41][c:42]([Cl:44])[cH:43]2)[cH:25][c:26]([N:29]2[CH2:30][CH2:31][CH2:32][CH2:33][CH2:34]2)[cH:27][cH:28]1. Starting materials: Br, OCCc1ccc(Cl)cc1, NC(N)=S, [Na+], [OH-], O. The product is SCCc1ccc(Cl)cc1. Reaction SMILES: [BrH:15].[Cl:1][c:2]1[cH:3][cH:4][c:5]([CH2:6][CH2:7][OH:8])[cH:9][cH:10]1.[NH2:11][C:12]([NH2:13])=[S:14].[Na+:17].[OH-:16].[OH2:18]>>[Cl:1][c:2]1[cH:3][cH:4][c:5]([CH2:6][CH2:7][SH:14])[cH:9][cH:10]1. Reactants: C(=O)(OCC)C=P(C1=CC=CC=C1)(C1=CC=CC=C1)C1=CC=CC=C1 ((carbethoxymethylene)triphenylphosphorane), FCC(=O)OCC (Ethyl 2-fluoroacetate), solution, [H-].C(C(C)C)[Al+]CC(C)C (diisobutylaluminum hydride). The solvent is C(Cl)Cl (CH2Cl2), C(Cl)Cl (CH2Cl2). Reaction conditions: time 30 minute. The product is FCC=CC(=O)OCC (ethyl 4-fluorobut-2-enoate). Reaction SMILES: [F:1][CH2:2][C:3](OCC)=O.[H-].C([Al+]CC(C)C)C(C)C.[C:18]([CH:23]=P(C1C=CC=CC=1)(C1C=CC=CC=1)C1C=CC=CC=1)([O:20][CH2:21][CH3:22])=[O:19]>C(Cl)Cl>[F:1][CH2:2][CH:3]=[CH:23][C:18]([O:20][CH2:21][CH3:22])=[O:19] |f:1.2|. Procedure details: Ethyl 2-fluoroacetate (21.0 g) in CH2Cl2 (200 mL) at −78° C. was treated dropwise over 45 min with a 1.0 M solution of diisobutylaluminum hydride in CH2Cl2 (200 mL) maintaining the internal temperature below −70° C. Stirring was continued at −78° C. for 30 minutes and then (carbethoxymethylene)triphenylphosphorane (70.0 g) was added in one portion. The reaction mixture was allowed to slowly reach room temperature while stirring overnight. It was then quenched with methanol, filtered and concentr... Starting materials: C(C)N1C(CC(C2=CC(=C(C=C12)B1OC(C(O1)(C)C)(C)C)C)(C)C)=O (1-Ethyl-4,4,6-trimethyl-7-(4,4,5,5-tetramethyl-[1,3,2]dioxaborolan-2-yl)-3,4-dihydro-1H-quinolin-2-one), BrC1=CC(=C(C=C1)I)OC(F)(F)F (4-bromo-1-iodo-2-trifluoromethoxy-benzene). The product is BrC1=CC(=C(C=C1)C1=C(C=C2C(CC(N(C2=C1)CC)=O)(C)C)C)OC(F)(F)F (7-(4-Bromo-2-trifluoromethoxy-phenyl)-1-ethyl-4,4,6-trimethyl-3,4-dihydro-1H-quinolin-2-one). RXN SMILES: [CH2:1]([N:3]1[C:12]2[C:7](=[CH:8][C:9]([CH3:22])=[C:10](B3OC(C)(C)C(C)(C)O3)[CH:11]=2)[C:6]([CH3:24])([CH3:23])[CH2:5][C:4]1=[O:25])[CH3:2].[Br:26][C:27]1[CH:32]=[CH:31][C:30](I)=[C:29]([O:34][C:35]([F:38])([F:37])[F:36])[CH:28]=1>>[Br:26][C:27]1[CH:32]=[CH:31][C:30]([C:10]2[CH:11]=[C:12]3[C:7]([C:6]([CH3:23])([CH3:24])[CH2:5][C:4](=[O:25])[N:3]3[CH2:1][CH3:2])=[CH:8][C:9]=2[CH3:22])=[C:29]([O:34][C:35]([F:36])([F:37])[F:38])[CH:28]=1. Procedure details: Compound 5B was prepared from Compound 5A and 4-bromo-1-iodo-2-trifluoromethoxy-benzene using a the conditions described for Example 1B. MS (electrospray): mass calculated for C21H21BrF3NO2, 455.07; m/z found 456.1 [M+H]+. Reactants: Cl, COc1cc2c(c(Cl)c1Cl)C(=O)C(C)(c1ccc(F)cc1)C2, O, c1ccncc1. Yields the product CC1(c2ccc(F)cc2)Cc2cc(O)c(Cl)c(Cl)c2C1=O. RXN SMILES: [ClH:23].[F:1][c:2]1[cH:3][cH:4][c:5]([C:8]2([CH3:22])[C:9](=[O:21])[c:10]3[c:11]([Cl:20])[c:12]([Cl:19])[c:13]([O:17][CH3:18])[cH:14][c:15]3[CH2:16]2)[cH:6][cH:7]1.[OH2:30].[n:24]1[cH:25][cH:26][cH:27][cH:28][cH:29]1>>[F:1][c:2]1[cH:3][cH:4][c:5]([C:8]2([CH3:22])[C:9](=[O:21])[c:10]3[c:11]([Cl:20])[c:12]([Cl:19])[c:13]([OH:17])[cH:14][c:15]3[CH2:16]2)[cH:6][cH:7]1. Reactants: N#Cc1nc(Br)cnc1NC(=O)c1ccccc1, CCOC(C)=O, CS(C)=O, [F-], [K+], O. Yields the product N#Cc1nc(F)cnc1NC(=O)c1ccccc1. As a reaction SMILES: [Br:1][c:2]1[n:3][c:4]([C:17]#[N:18])[c:5]([NH:8][C:9]([c:10]2[cH:11][cH:12][cH:13][cH:14][cH:15]2)=[O:16])[n:6][cH:7]1.[CH3:21][CH2:22][O:23][C:24](=[O:25])[CH3:26].[CH3:28][S:29](=[O:30])[CH3:31].[F-:19].[K+:20].[OH2:27]>>[c:2]1([F:19])[n:3][c:4]([C:17]#[N:18])[c:5]([NH:8][C:9]([c:10]2[cH:11][cH:12][cH:13][cH:14][cH:15]2)=[O:16])[n:6][cH:7]1. The reactants are C(C=C)C1C(C2=CC=CC(=C2C1)Cl)=O (2-allyl-4-chloro-indan-1-one), C1(=CC=CC=C1)C (toluene), Cl (hydrochloric acid), O (water). Reagents/catalysts: [Zn] (zinc). Run in C(C)(=O)O (acetic acid). The product is C(C=C)C1CC2=CC=CC(=C2C1)Cl (2-allyl-4-chloroindane). The yield is 64.4%. As a reaction SMILES: [CH2:1]([CH:4]1[CH2:12][C:11]2[C:6](=[CH:7][CH:8]=[CH:9][C:10]=2[Cl:13])[C:5]1=O)[CH:2]=[CH2:3].C1(C)C=CC=CC=1.Cl.O>[Zn].C(O)(=O)C>[CH2:1]([CH:4]1[CH2:12][C:11]2[C:6](=[CH:7][CH:8]=[CH:9][C:10]=2[Cl:13])[CH2:5]1)[CH:2]=[CH2:3]. Procedure details: Amalgamated zinc (prepared from zinc powder (6 g), mercuric chloride (0.6 g)) was heated under reflux for 7 hours with 2-allyl-4-chloro-indan-1-one (3 g), toluene (20 ml), conc. hydrochloric acid (20 ml), water (8 ml) and acetic acid (2 ml). Upon cooling conventional work-up gave a crude product which was purified by chromatography (silica/hexane) to give a 2-allyl-4-chloroindane (1.8 g). 2-Allyl-4-chloroindane (0.8 g) in dry methanol (10 ml) and dry dichloromethane (2 ml) was reacted at -35° wi... Starting materials: Cc1ccccc1, CN(C)c1ccncc1, O=C(Cl)Cl, C[Si](C)(C)CCOC(=O)c1cn(-c2ccccc2)nc1N, OCc1cc2cc(-c3ccccc3)ccc2o1, c1ccncc1. Yields the product C[Si](C)(C)CCOC(=O)c1cn(-c2ccccc2)nc1NC(=O)OCc1cc2cc(-c3ccccc3)ccc2o1. RXN SMILES: [CH3:49][c:50]1[cH:51][cH:52][cH:53][cH:54][cH:55]1.[CH3:56][N:57]([c:58]1[cH:59][cH:60][n:61][cH:62][cH:63]1)[CH3:64].[Cl:28][C:29]([Cl:30])=[O:31].[NH2:1][c:2]1[n:3][n:4](-[c:16]2[cH:17][cH:18][cH:19][cH:20][cH:21]2)[cH:5][c:6]1[C:7](=[O:8])[O:9][CH2:10][CH2:11][Si:12]([CH3:13])([CH3:14])[CH3:15].[c:32]1(-[c:38]2[cH:39][cH:40][c:41]3[c:42]([cH:43][c:44]([CH2:46][OH:47])[o:45]3)[cH:48]2)[cH:33][cH:34][cH:35][cH:36][cH:37]1.[cH:22]1[cH:23][cH:24][n:25][cH:26][cH:27]1>>[NH:1]([c:2]1[n:3][n:4](-[c:16]2[cH:17][cH:18][cH:19][cH:20][cH:21]2)[cH:5][c:6]1[C:7](=[O:8])[O:9][CH2:10][CH2:11][Si:12]([CH3:13])([CH3:14])[CH3:15])[C:29](=[O:31])[O:47][CH2:46][c:44]1[cH:43][c:42]2[c:41]([cH:40][cH:39][c:38](-[c:32]3[cH:33][cH:34][cH:35][cH:36][cH:37]3)[cH:48]2)[o:45]1.